From a dataset of the Open Reaction Database (ORD), a public repository of structured organic reaction records. describe an organic reaction: reactants, conditions, products, and yield Reactants: C(C1=CC=CC=C1)(=O)N1N(CCN(CC1)C1=CC=CC=C1)C(C1=CC=CC=C1)=O (1,2-dibenzoylhexahydro-5-phenyl-1H-1,2,5-triazepine), Cl (hydrochloric acid), O (water), Cl (hydrochloric acid), O (water). Run in C(CCC)O (n-butanol), C(CCC)O (n-Butanol). Reaction conditions: time 3 day. The product is Cl.Cl.C1(=CC=CC=C1)N1CCNNCC1 (hexahydro-5-phenyl-1H-1,2,5-triazepine dihydrochloride). Reaction SMILES: C([N:9]1[CH2:15][CH2:14][N:13]([C:16]2[CH:21]=[CH:20][CH:19]=[CH:18][CH:17]=2)[CH2:12][CH2:11][N:10]1C(=O)C1C=CC=CC=1)(=O)C1C=CC=CC=1.[ClH:30].O>C(O)CCC>[ClH:30].[ClH:30].[C:16]1([N:13]2[CH2:14][CH2:15][NH:9][NH:10][CH2:11][CH2:12]2)[CH:17]=[CH:18][CH:19]=[CH:20][CH:21]=1 |f:4.5.6|. Procedure: A mixture of 1,2-dibenzoylhexahydro-5-phenyl-1H-1,2,5-triazepine (101.3 g), n-butanol (450 ml), 12N hydrochloric acid (915 ml) and water (915 ml) was mechanically stirred and heated under reflux on a steam bath overnight. Additional 12N hydrochloric acid (400 ml) and water (400 ml) were added and stirring and heating under reflux on a steam bath were continued for three days. n-Butanol (150 ml) was added and stirring and heating under reflux on a steam bath were continued for a further three day... Procedure details: 4-(4-Isopropylphenyl)phthalazin-1(2H)-one was treated with O-(diphenylphosphoryl)hydroxylamine using a method similar to that described in Example 1B to give the title compound. MS (APCI+) M/Z 279 (M+H)+. The product is NN1C(C2=CC=CC=C2C(=N1)C1=CC=C(C=C1)C(C)C)=O (2-amino-4-(4-isopropylphenyl)phthalazin-1(2H)-one). Reaction SMILES: [CH:1]([C:4]1[CH:9]=[CH:8][C:7]([C:10]2[C:19]3[C:14](=[CH:15][CH:16]=[CH:17][CH:18]=3)[C:13](=[O:20])[NH:12][N:11]=2)=[CH:6][CH:5]=1)([CH3:3])[CH3:2].C1(P(O[NH2:36])(C2C=CC=CC=2)=O)C=CC=CC=1>>[NH2:36][N:12]1[N:11]=[C:10]([C:7]2[CH:6]=[CH:5][C:4]([CH:1]([CH3:3])[CH3:2])=[CH:9][CH:8]=2)[C:19]2[C:14](=[CH:15][CH:16]=[CH:17][CH:18]=2)[C:13]1=[O:20]. Reactants: C(C)(C)C1=CC=C(C=C1)C1=NNC(C2=CC=CC=C12)=O (4-(4-Isopropylphenyl)phthalazin-1(2H)-one), C1(=CC=CC=C1)P(=O)(C1=CC=CC=C1)ON (O-(diphenylphosphoryl)hydroxylamine).